This data is from the Open Reaction Database (ORD), a public repository of structured organic reaction records. The task is: describe an organic reaction: reactants, conditions, products, and yield Run in C(Cl)Cl (methylene chloride). Yield: 97.6%. Reaction SMILES: C[O:2][C:3]1([C:10]2[CH:15]=[CH:14][CH:13]=[CH:12][CH:11]=2)O[CH:8]2[CH:5]([CH2:6][CH2:7]2)[O:4]1.C[Si](C)(C)[Cl:18]>C(Cl)Cl>[Cl:18][C@@H:8]1[CH2:7][CH2:6][C@H:5]1[O:4][C:3](=[O:2])[C:10]1[CH:15]=[CH:14][CH:13]=[CH:12][CH:11]=1. Procedure: 26.0 g (0.126 mol) of 3-methoxy-3-phenyl-2,4-dioxa-bicyclo[3,2,0]heptane (stereoisomer mixture) and 17.1 g (0.16 mol) of trimethylchlorosilane in 70 ml of methylene chloride are heated to the reflux for 14 hours. Evaporation and fractional distillation in vacuo gives 25.9 g (98%) of trans-1-chloro-2-benzoyloxy-cyclobutane. Boiling point0.35 94°-95°, melting point 20°. The reactants are COC1(OC2CCC2O1)C1=CC=CC=C1 (3-methoxy-3-phenyl-2,4-dioxa-bicyclo[3,2,0]heptane), C[Si](Cl)(C)C (trimethylchlorosilane). Product: Cl[C@H]1[C@@H](CC1)OC(C1=CC=CC=C1)=O (trans-1-chloro-2-benzoyloxy-cyclobutane). Starting materials: CC(C)(C)OC(=O)NC1CCNCC1, CCN=C=NCCCN(C)C, CN(C)CC(=O)O, CN(C)C=O, CCOC(C)=O, Cl, [Na+], [OH-], On1nnc2ccccc21. Product: CN(C)CC(=O)N1CCC(NC(=O)OC(C)(C)C)CC1. As a reaction SMILES: [C:1]([CH3:2])([CH3:3])([CH3:4])[O:5][C:6](=[O:7])[NH:8][CH:9]1[CH2:10][CH2:11][NH:12][CH2:13][CH2:14]1.[CH2:33]([N:34]=[C:35]=[N:36][CH2:37][CH2:38][CH2:39][N:40]([CH3:41])[CH3:42])[CH3:43].[CH3:15][N:16]([CH3:17])[CH2:18][C:19]([OH:20])=[O:21].[CH3:46][N:47]([CH3:48])[CH:49]=[O:50].[CH3:51][CH2:52][O:53][C:54](=[O:55])[CH3:56].[ClH:32].[Na+:45].[OH-:44].[OH:22][n:23]1[c:24]2[cH:25][cH:26][cH:27][cH:28][c:29]2[n:30][n:31]1>>[C:1]([CH3:2])([CH3:3])([CH3:4])[O:5][C:6](=[O:7])[NH:8][CH:9]1[CH2:10][CH2:11][N:12]([C:19]([CH2:18][N:16]([CH3:15])[CH3:17])=[O:20])[CH2:13][CH2:14]1. Reactants: CC(=O)CC(C)C, COC[PH](=O)C(=O)CCC(=O)OC, [I-], [Li+], [Li]. Yields the product [Li], COC(=O)CCC(=O)[PH](=O)CO. Reaction SMILES: [CH2:17]([C:18]([CH3:19])=[O:20])[CH:21]([CH3:22])[CH3:23].[CH3:1][O:2][CH2:3][PH:4](=[O:5])[C:6]([CH2:7][CH2:8][C:9](=[O:10])[O:11][CH3:12])=[O:13].[I-:15].[Li+:16].[Li:14]>>[Li:14].[OH:2][CH2:3][PH:4](=[O:5])[C:6]([CH2:7][CH2:8][C:9](=[O:10])[O:11][CH3:12])=[O:13]. The reactants are NC12CC3(CC(CC(C1)C3)C2)C(=O)Cl (1-Aza-5-methyladamantane-3-carbonyl chloride), N[C@@H]1CN(CC1)CCC1=CC=C(C=C1)F ((S)-3-amino-1-(2-(4-fluorophenyl)ethyl)pyrrolidine). The product is FC1=CC=C(C=C1)CCN1CC(CC1)NC(=O)C12C[C@@H]3CC(CC(C1)(C3)N)C2 ((S)-N-(1-(2-(4-fluorophenyl)ethyl)pyrrolidin-3-yl)-1-aza-5-methyladamantane-3-carboxamide). As a reaction SMILES: [NH2:1][C:2]12[CH2:11][CH:6]3[CH2:7][CH:8]([CH2:10][C:4]([C:12](Cl)=[O:13])([CH2:5]3)[CH2:3]1)[CH2:9]2.[NH2:15][C@H:16]1[CH2:20][CH2:19][N:18]([CH2:21][CH2:22][C:23]2[CH:28]=[CH:27][C:26]([F:29])=[CH:25][CH:24]=2)[CH2:17]1>>[F:29][C:26]1[CH:27]=[CH:28][C:23]([CH2:22][CH2:21][N:18]2[CH2:19][CH2:20][CH:16]([NH:15][C:12]([C:4]34[CH2:10][CH:8]5[CH2:9][C:2]([NH2:1])([CH2:11][C@@H:6]([CH2:7]5)[CH2:5]3)[CH2:3]4)=[O:13])[CH2:17]2)=[CH:24][CH:25]=1. Reported procedure: 1-Aza-5-methyladamantane-3-carbonyl chloride and (S)-3-amino-1-(2-(4-fluorophenyl)ethyl)pyrrolidine were reacted under the same conditions as in Example 53 to give (S)-N-(1-(2-(4-fluorophenyl)ethyl)pyrrolidin-3-yl)-1-aza-5-methyladamantane-3-carboxamide. Reactants: glass, O=C1C(=C(CC1)CC(=O)OC)CCCCC (methyl 3-oxo-2-pentyl-1-cyclopentene-1-acetate), solution, [H+].[B-](F)(F)(F)F (HBF4), (COD)Ru(methylallyl)2, C[C@@H]1CC[C@H](P1C2=CC=CC=C2P3[C@@H](CC[C@H]3C)C)C ((R,R)-Me-DuPHOS), O=C1C(=C(CC1)CC(=O)OC)CCCCC (methyl 3-oxo-2-pentyl-1-cyclopentene-1-acetate). Solvent: C(Cl)Cl (CH2Cl2), C(Cl)Cl (CH2Cl2). Reaction conditions: time 1.5 hour. Product: CCCCCC1C(CCC1=O)CC(=O)OC (Hedione). Isolated yield 99.0%. Reaction SMILES: C[C@H]1P(C2C(P3[C@H](C)CC[C@H]3C)=CC=CC=2)[C@H](C)CC1.[O:21]=[C:22]1[CH2:26][CH2:25][C:24]([CH2:27][C:28]([O:30][CH3:31])=[O:29])=[C:23]1[CH2:32][CH2:33][CH2:34][CH2:35][CH3:36].[H+].[B-](F)(F)(F)F>C(Cl)Cl>[CH3:36][CH2:35][CH2:34][CH2:33][CH2:32][CH:23]1[C:22](=[O:21])[CH2:26][CH2:25][CH:24]1[CH2:27][C:28]([O:30][CH3:31])=[O:29] |f:2.3|. Procedure details: In a glovebox, into a 10 ml glass vial were placed 15.5 mg (0.0485 mmole) of [(COD)Ru(methylallyl)2], 14.9 mg (0.0485 mmole) of (R,R)-Me-DuPHOS and 250 μl of methyl 3-oxo-2-pentyl-1-cyclopentene-1-acetate (1.08 mmole). To this suspension was added 0.630 ml of a 0.081 M solution of titrated HBF4.etherate (0.049 mmole) in CH2Cl2 with stirring. This concentrated solution was stirred for 1.5 hours, after which 21.5 g (95.9 mmole) of methyl 3-oxo-2-pentyl-1-cyclopentene-1-acetate and 11.5 ml of CH2Cl... Reactants: O=C(CC(Cc1ccccc1)S(=O)(=O)Cl)OCc1ccccc1, CC1CCNCC1, ClCCl. The product is CC1CCN(S(=O)(=O)C(CC(=O)OCc2ccccc2)Cc2ccccc2)CC1. Reaction SMILES: [CH2:1]([c:2]1[cH:3][cH:4][cH:5][cH:6][cH:7]1)[O:8][C:9]([CH2:10][CH:11]([CH2:12][c:13]1[cH:14][cH:15][cH:16][cH:17][cH:18]1)[S:19](=[O:20])(=[O:21])[Cl:22])=[O:23].[CH3:24][CH:25]1[CH2:26][CH2:27][NH:28][CH2:29][CH2:30]1.[Cl:31][CH2:32][Cl:33]>>[CH2:1]([c:2]1[cH:3][cH:4][cH:5][cH:6][cH:7]1)[O:8][C:9]([CH2:10][CH:11]([CH2:12][c:13]1[cH:14][cH:15][cH:16][cH:17][cH:18]1)[S:19](=[O:20])(=[O:21])[N:28]1[CH2:27][CH2:26][CH:25]([CH3:24])[CH2:30][CH2:29]1)=[O:23].